The task is: describe an organic reaction: reactants, conditions, products, and yield. This data is from the Open Reaction Database (ORD), a public repository of structured organic reaction records. Reactants: COCC(C(C(=O)OC)CC(CC)=O)=O (methyl 4-methoxy-2-(2-oxobutyl)-acetoacetate), C(=O)([O-])[O-].[Na+].[Na+] (Na2CO3). Yields the product C(C)C1=C(C(CC1)=O)OC (3-ethyl-2-methoxy-2-cyclopenten-1-one). Isolated yield 29.1%. Reaction SMILES: [CH3:1][O:2][CH2:3][C:4](=[O:15])[CH:5]([CH2:10][C:11](=O)[CH2:12][CH3:13])C(OC)=O.C([O-])([O-])=O.[Na+].[Na+]>>[CH2:12]([C:11]1[CH2:10][CH2:5][C:4](=[O:15])[C:3]=1[O:2][CH3:1])[CH3:13] |f:1.2.3|. Procedure: 21.60 g(100 mmol) of methyl 4-methoxy-2-(2-oxobutyl)-acetoacetate are held at reflux temperature for 8 hours with 212.0 g (50 mmol) of 2.5% Na2CO3 solution. After cooling the reaction mixture is extracted 3 times with 200 ml of CH2Cl2 each time. The combined organic phases are dried over magnesium sulphate and concentrated on a rotary evaporator. The crude product is column chromatographed over SiO2 and gives 4.08 g (29.1%) of 3-ethyl-2-methoxy-2-cyclopenten-1-one. Starting materials: CC=1N=C2N(C=CC(=C2NC(C(C)(C)C)=O)C(C=CC2=CC=CC=C2)O)C1C (2,3-dimethyl-7-(3-phenyl-1-hydroxy-2-propenyl)-8-pivaloylaminoimidazo[1,2-a]pyridine), C(C)(C)OC(C)C (diisopropyl ether). The reagents and catalysts are [O-2].[O-2].[Mn+4] (manganese dioxide). Run in ClC(Cl)Cl (trichloromethane). Conditions: time 20 hour. The product is CC=1N=C2N(C=CC(=C2NC(C(C)(C)C)=O)C(C=CC2=CC=CC=C2)=O)C1C (2,3-Dimethyl-7-(3-phenyl-1-oxo-2-propenyl)-8-pivaloylaminoimidazo[1,2-a]pyridine). The yield is 89.2%. RXN SMILES: [CH3:1][C:2]1[N:3]=[C:4]2[C:9]([NH:10][C:11](=[O:16])[C:12]([CH3:15])([CH3:14])[CH3:13])=[C:8]([CH:17]([OH:26])[CH:18]=[CH:19][C:20]3[CH:25]=[CH:24][CH:23]=[CH:22][CH:21]=3)[CH:7]=[CH:6][N:5]2[C:27]=1[CH3:28].C(OC(C)C)(C)C>ClC(Cl)Cl.[O-2].[O-2].[Mn+4]>[CH3:1][C:2]1[N:3]=[C:4]2[C:9]([NH:10][C:11](=[O:16])[C:12]([CH3:15])([CH3:14])[CH3:13])=[C:8]([C:17](=[O:26])[CH:18]=[CH:19][C:20]3[CH:21]=[CH:22][CH:23]=[CH:24][CH:25]=3)[CH:7]=[CH:6][N:5]2[C:27]=1[CH3:28] |f:3.4.5|. Reported procedure: A solution of 35.5 g of 2,3-dimethyl-7-(3-phenyl-1-hydroxy-2-propenyl)-8-pivaloylaminoimidazo[1,2-a]pyridine in 900 ml of trichloromethane is treated with 60 g of manganese dioxide and stirred vigorously at room temperature for 20 h. The mixture is then filtered, the filtrate is concentrated to dryness in vacuo and the oil obtained is treated with a little diisopropyl ether. The crystals obtained in this process are filtered off with suction. 31.5 g of the title compound of melting point 108-10°... Starting materials: ClC=1C=C(CNC=2C3=C(N=C(N2)CCl)C(=NN3C)CCC)C=CC1OC (7-(3-chloro-4-methoxybenzylamino)-5-chloromethyl-1-methyl-3-propyl-1H-pyrazolo[4,3-d]pyrimidine), NCCCO (3-aminopropanol), C(C)(=O)OCC (ethyl acetate). Run in O (water), CN(C)C=O (DMF), Cl (HCl). Run at time 2 hour. Product: ClC=1C=C(CNC=2C3=C(N=C(N2)CNCCCO)C(=NN3C)CCC)C=CC1OC (7-(3-chloro-4-methoxybenzylamino)-5-(3-hydroxypropylaminomethyl)-1-methyl-3-propyl-1H-pyrazolo[4,3-d]pyrimidine). As a reaction SMILES: [Cl:1][C:2]1[CH:3]=[C:4]([CH:22]=[CH:23][C:24]=1[O:25][CH3:26])[CH2:5][NH:6][C:7]1[C:8]2[N:17]([CH3:18])[N:16]=[C:15]([CH2:19][CH2:20][CH3:21])[C:9]=2[N:10]=[C:11]([CH2:13]Cl)[N:12]=1.[NH2:27][CH2:28][CH2:29][CH2:30][OH:31].C(OCC)(=O)C>CN(C=O)C.O.Cl>[Cl:1][C:2]1[CH:3]=[C:4]([CH:22]=[CH:23][C:24]=1[O:25][CH3:26])[CH2:5][NH:6][C:7]1[C:8]2[N:17]([CH3:18])[N:16]=[C:15]([CH2:19][CH2:20][CH3:21])[C:9]=2[N:10]=[C:11]([CH2:13][NH:27][CH2:28][CH2:29][CH2:30][OH:31])[N:12]=1. Procedure details: A solution of 2 g of 7-(3-chloro-4-methoxybenzylamino)-5-chloromethyl-1-methyl-3-propyl-1H-pyrazolo[4,3-d]pyrimidine in 10 ml of DMF is treated with 5 ml of 3-aminopropanol and stirred at room temperature for two hours. It is then diluted with water and extracted with ethyl acetate. The oily product obtained after customary work-up is dissolved in alcoholic HCl and treated with ethyl acetate until turbidity. The precipitated crystals are filtered off with suction and recrystallized from isopropa... The reactants are [Br-].COC(=O)[C@H](CC(C)C)O[C@@H](C1=CC=C(C=C1)C=1C=[N+](C=CC1)CCOC)C1=CC=CC=C1 (3-{4-[(R)-{[(1S)-1-(methoxycarbonyl)-3-methylbutyl]oxy}(phenyl)methyl]phenyl}-1-(2-methoxyethyl) pyridinium bromide), C(C)(=O)O (acetic acid). Reagents/catalysts: [Pt]=O (platinum oxide). Solvent: C(C)O (ethanol). Reaction conditions: time 18 hour. The product is COCCN1CC(CCC1)C1=CC=C(C=C1)[C@H](O[C@H](C(=O)OC)CC(C)C)C1=CC=CC=C1 (methyl (2S)-2-{[(R)-(4-[1-(2-methoxyethyl)piperidin-3-yl]phenyl}(phenyl)methyl]oxy}-4-methylpentanoate). Reaction SMILES: [Br-].[CH3:2][O:3][C:4]([C@@H:6]([O:11][C@H:12]([C:29]1[CH:34]=[CH:33][CH:32]=[CH:31][CH:30]=1)[C:13]1[CH:18]=[CH:17][C:16]([C:19]2[CH:20]=[N+:21]([CH2:25][CH2:26][O:27][CH3:28])[CH:22]=[CH:23][CH:24]=2)=[CH:15][CH:14]=1)[CH2:7][CH:8]([CH3:10])[CH3:9])=[O:5].C(O)(=O)C>[Pt]=O.C(O)C>[CH3:28][O:27][CH2:26][CH2:25][N:21]1[CH2:22][CH2:23][CH2:24][CH:19]([C:16]2[CH:17]=[CH:18][C:13]([C@@H:12]([C:29]3[CH:30]=[CH:31][CH:32]=[CH:33][CH:34]=3)[O:11][C@@H:6]([CH2:7][CH:8]([CH3:10])[CH3:9])[C:4]([O:3][CH3:2])=[O:5])=[CH:14][CH:15]=2)[CH2:20]1 |f:0.1|. Procedure: A mixture of 3-{4-[(R)-{[(1S)-1-(methoxycarbonyl)-3-methylbutyl]oxy}(phenyl)methyl]phenyl}-1-(2-methoxyethyl)pyridinium bromide from example 41 step 1 (870 mg, 1.64 mmol), ethanol (50 mL), acetic acid (197 mg, 3.28 mmol) and platinum oxide (hydrated) 79-84% (63 mg) was hydrogenated at 60 psi for 18 hours. The mixture was filtered, concentrated and then concentrated twice with n-heptane. The residue was chromatographed on silica gel using 10% methanol in dichloromethane to obtain the title compou... Reactants: OCCN[C@@H](C1=CC=CC=C1)C ((R)-(+)-N-(2-hydroxyethyl)-α-methylbenzylamine). Run in Br (hydrobromic acid). Reaction conditions: temperature 0 celsius, time 30 minute. Yields the product C[C@H]1NCCC2=CC=CC=C12 ((R)-(+)-1-methyl-1,2,3,4-tetrahydroisoquinoline). Yield: 64.0%. As a reaction SMILES: O[CH2:2][CH2:3][NH:4][C@H:5]([CH3:12])[C:6]1[CH:11]=[CH:10][CH:9]=[CH:8][CH:7]=1>Br>[CH3:12][C@@H:5]1[C:6]2[C:11](=[CH:10][CH:9]=[CH:8][CH:7]=2)[CH2:2][CH2:3][NH:4]1. Procedure: 11.0 g(66.58 mmole) of (R)-(+)-N-(2-hydroxyethyl)-α-methylbenzylamine produced in Example 8(1) above was suspended in 52 ml of 48% aqueous hydrobromic acid solution and the resulting suspension was reacted at 126° C. for 30 minutes under refluxing. The reaction solution was distilled for 2 hours under normal pressure at constant temperature and 47 ml of aqueous hydrobromic acid and water, the reaction by-product, was removed. The residue was dissolved in 55 ml of acetone, and 50 ml of ethyl acet... The reactants are C(C(=O)O)(=O)O.C(CC)C1=NC2=C(C(NCC2)C(=O)OCC)N1CC1=CC(=C(C=C1)C1=CC=CC=C1)C(=O)OC(C)(C)C (ethyl 2-n-propyl-3-[2-(t-butoxycarbonyl)biphenyl-4-yl]methyl-4,5,6,7-tetrahydroimidazo[4,5-c]pyridine-4-carboxylate oxalate), ClC(=O)OCC (ethyl chloroformate). Product: C(CC)C1=NC2=C(C(N(CC2)C(=O)OCC)C(=O)OCC)N1CC1=CC=C(C=C1)C1=C(C=CC=C1)C(=O)OC(C)(C)C (ethyl 2-n-propyl-5-ethoxycarbonyl-3-[2'-(t-butoxycarbonyl)biphenyl-4-yl]methyl-4,5,6,7-tetrahydroimidazo[4,5-c]-pyridine-4-carboxylate). Yield: 169.1%. RXN SMILES: [C:1](O)(=O)[C:2]([OH:4])=[O:3].[CH2:7]([C:10]1[N:23]([CH2:24][C:25]2[CH:30]=[CH:29][C:28]([C:31]3C=[CH:35][CH:34]=[CH:33][CH:32]=3)=[C:27](C(OC(C)(C)C)=O)[CH:26]=2)[C:13]2[CH:14]([C:18]([O:20][CH2:21][CH3:22])=[O:19])[NH:15][CH2:16][CH2:17][C:12]=2[N:11]=1)[CH2:8][CH3:9].Cl[C:45]([O:47][CH2:48][CH3:49])=[O:46]>>[CH2:7]([C:10]1[N:23]([CH2:24][C:25]2[CH:30]=[CH:29][C:28]([C:31]3[CH:32]=[CH:33][CH:34]=[CH:35][C:1]=3[C:2]([O:4][C:25]([CH3:30])([CH3:26])[CH3:24])=[O:3])=[CH:27][CH:26]=2)[C:13]2[CH:14]([C:18]([O:20][CH2:21][CH3:22])=[O:19])[N:15]([C:45]([O:47][CH2:48][CH3:49])=[O:46])[CH2:16][CH2:17][C:12]=2[N:11]=1)[CH2:8][CH3:9] |f:0.1|. Procedure: The compound obtained in Example 62 (1.00 g) is treated in the same manner as in Example 64 with using ethyl chloroformate (0.27 g) instead of acetic anhydride to give ethyl 2-n-propyl-5-ethoxycarbonyl-3-[2'-(t-butoxycarbonyl)biphenyl-4-yl]methyl-4,5,6,7-tetrahydroimidazo[4,5-c]-pyridine-4-carboxylate (0.82 g) as a white foam. Reactants: CCO, CN(c1ccc([N+](=O)[O-])cc1F)c1ccnc2[nH]ccc12, [H][H]. Product: CN(c1ccc(N)cc1F)c1ccnc2[nH]ccc12. RXN SMILES: [CH3:24][CH2:25][OH:26].[F:1][c:2]1[c:3]([N:11]([c:12]2[c:13]3[c:14]([n:15][cH:16][cH:17]2)[nH:18][cH:19][cH:20]3)[CH3:21])[cH:4][cH:5][c:6]([N+:8]([O-:9])=[O:10])[cH:7]1.[H:22][H:23]>>[F:1][c:2]1[c:3]([N:11]([c:12]2[c:13]3[c:14]([n:15][cH:16][cH:17]2)[nH:18][cH:19][cH:20]3)[CH3:21])[cH:4][cH:5][c:6]([NH2:8])[cH:7]1. The reactants are CCN(CC)CCCNCc1cccc(-c2ccnc(NCCc3ccc(O)cc3)n2)c1, CC=O. The product is CCN(CC)CCCN(CC)Cc1cccc(-c2ccnc(NCCc3ccc(O)cc3)n2)c1. Reaction SMILES: [CH2:1]([CH3:2])[N:3]([CH2:4][CH2:5][CH2:6][NH:7][CH2:8][c:9]1[cH:10][c:11](-[c:15]2[n:16][c:17]([NH:21][CH2:22][CH2:23][c:24]3[cH:25][cH:26][c:27]([OH:30])[cH:28][cH:29]3)[n:18][cH:19][cH:20]2)[cH:12][cH:13][cH:14]1)[CH2:31][CH3:32].[CH:33]([CH3:34])=[O:35]>>[CH2:1]([CH3:2])[N:3]([CH2:4][CH2:5][CH2:6][N:7]([CH2:8][c:9]1[cH:10][c:11](-[c:15]2[n:16][c:17]([NH:21][CH2:22][CH2:23][c:24]3[cH:25][cH:26][c:27]([OH:30])[cH:28][cH:29]3)[n:18][cH:19][cH:20]2)[cH:12][cH:13][cH:14]1)[CH2:33][CH3:34])[CH2:31][CH3:32]. Procedure: This compound was prepared analogous to Example 5(b) by reacting 1-(7,8-dimethoxy-1,3,4,5-tetrahydro-2H-3-benzazepin-2-on-3-yl)-3-chloro-propane with N-methyl-N-[2-(4-fluoro-phenyl)-ethyl]-amine. Product: Cl.Cl.COC1=CC2=C(CC(N(CC2)CCCN(CCC2=CC=C(C=C2)F)C)=O)C=C1OC (1-[7,8-Dimethoxy-1,3,4,5-tetrahydro-2H-3-benzazepin-2-on-3-yl]-3-[N-methyl-N-(2-{4-fluoro-phenyl}-ethyl)-amino]-propane dihydrochloride). The reactants are COC1=CC2=C(CC(N(CC2)CCCCl)=O)C=C1OC (1-(7,8-dimethoxy-1,3,4,5-tetrahydro-2H-3-benzazepin-2-on-3-yl)-3-chloro-propane), CNCCC1=CC=C(C=C1)F (N-methyl-N-[2-(4-fluoro-phenyl)-ethyl]-amine). RXN SMILES: [CH3:1][O:2][C:3]1[C:18]([O:19][CH3:20])=[CH:17][C:6]2[CH2:7][C:8](=[O:16])[N:9]([CH2:12][CH2:13][CH2:14][Cl:15])[CH2:10][CH2:11][C:5]=2[CH:4]=1.[CH3:21][NH:22][CH2:23][CH2:24][C:25]1[CH:30]=[CH:29][C:28]([F:31])=[CH:27][CH:26]=1>>[ClH:15].[ClH:15].[CH3:1][O:2][C:3]1[C:18]([O:19][CH3:20])=[CH:17][C:6]2[CH2:7][C:8](=[O:16])[N:9]([CH2:12][CH2:13][CH2:14][N:22]([CH3:21])[CH2:23][CH2:24][C:25]3[CH:30]=[CH:29][C:28]([F:31])=[CH:27][CH:26]=3)[CH2:10][CH2:11][C:5]=2[CH:4]=1 |f:2.3.4|.